From a dataset of the Open Reaction Database (ORD), a public repository of structured organic reaction records. describe an organic reaction: reactants, conditions, products, and yield Starting materials: CCOC(=O)c1ccc([N+](=O)[O-])cc1Br, O=C([O-])O, CCO, Cl, [Fe], [Na+]. Product: CCOC(=O)c1ccc(N)cc1Br. As a reaction SMILES: [Br:1][c:2]1[c:3]([C:4](=[O:5])[O:6][CH2:7][CH3:8])[cH:9][cH:10][c:11]([N+:13]([O-:14])=[O:15])[cH:12]1.[C:17](=[O:18])([OH:19])[O-:20].[CH3:23][CH2:24][OH:25].[ClH:16].[Fe:22].[Na+:21]>>[Br:1][c:2]1[c:3]([C:4](=[O:5])[O:6][CH2:7][CH3:8])[cH:9][cH:10][c:11]([NH2:13])[cH:12]1. Reactants: CCOC(C)=O, COC(=O)C1(C)CCc2c(OC)cccc2C1=O, O, O=C(O)C(F)(F)F. The product is COC(=O)C1(C)CCc2c(cccc2OC)C1. As a reaction SMILES: [CH3:19][CH2:20][O:21][C:22](=[O:23])[CH3:24].[CH3:1][C:2]1([C:15](=[O:16])[O:17][CH3:18])[C:3](=[O:14])[c:4]2[cH:5][cH:6][cH:7][c:8]([O:12][CH3:13])[c:9]2[CH2:10][CH2:11]1.[OH2:25].[OH:26][C:27]([C:28]([F:29])([F:30])[F:31])=[O:32]>>[CH3:1][C:2]1([C:15](=[O:16])[O:17][CH3:18])[CH2:3][c:4]2[cH:5][cH:6][cH:7][c:8]([O:12][CH3:13])[c:9]2[CH2:10][CH2:11]1. Starting materials: ClC=1C=C(C=NC1OC)OCC1=CC(=C(C(=O)OCC)C=C1F)F (ethyl 4-((5-chloro-6-methoxypyridin-3-yloxy)methyl)-2,5-difluorobenzoate), [OH-].[Li+] (lithium hydroxide), Cl (hydrochloric acid). Run in C1CCOC1 (THF). Yields the product ClC=1C=C(C=NC1OC)OCC1=CC(=C(C(=O)O)C=C1F)F (4-((5-Chloro-6-methoxypyridin-3-yloxy)methyl)-2,5-difluorobenzoic acid). Isolated yield 96.9%. Reaction SMILES: [Cl:1][C:2]1[CH:3]=[C:4]([O:10][CH2:11][C:12]2[C:22]([F:23])=[CH:21][C:15]([C:16]([O:18]CC)=[O:17])=[C:14]([F:24])[CH:13]=2)[CH:5]=[N:6][C:7]=1[O:8][CH3:9].[OH-].[Li+].Cl>C1COCC1>[Cl:1][C:2]1[CH:3]=[C:4]([O:10][CH2:11][C:12]2[C:22]([F:23])=[CH:21][C:15]([C:16]([OH:18])=[O:17])=[C:14]([F:24])[CH:13]=2)[CH:5]=[N:6][C:7]=1[O:8][CH3:9] |f:1.2|. Procedure: A solution of ethyl 4-((5-chloro-6-methoxypyridin-3-yloxy)methyl)-2,5-difluorobenzoate (Preparation 32, 112 mg, 0.313 mmol) in THF (3 mL) was treated with aqueous lithium hydroxide (1 M, 1.6 mL, 1.60 mmol) and stirred at room temperature. After 2% hours the reaction mixture was acidified with aqueous hydrochloric acid solution (2 N, 15 mL) and extracted with EtOAc (2×25 mL). The combined organic extracts were dried over magnesium sulfate and evaporated to afford the title compound as a white sol... The reactants are BrC=1C=CC2=C(C(=NCC=3N2C(=NN3)CCl)C3=NC=CC=C3)C1 (8-bromo-1-(chloromethyl)-6-(2-pyridyl)-4H-s-triazolo[4,3-a][1,4]-benzodiazepine), C(C)N(O)CC (N,N-diethylhydroxylamine), [H-].[Na+] (sodium hydride). Run in CN(C=O)C (dimethylformamide). Product: BrC=1C=CC2=C(C(=NCC=3N2C(=NN3)CN(CC)CC)C3=NC=CC=C3)C1 (8-bromo-1-[(diethylamino)methyl]-6-(2-pyridyl)-4H-s-triazolo[4,3-a ][1,4]benzodiazepine), oxide. As a reaction SMILES: [Br:1][C:2]1[CH:3]=[CH:4][C:5]2[N:11]3[C:12]([CH2:15]Cl)=[N:13][N:14]=[C:10]3[CH2:9][N:8]=[C:7]([C:17]3[CH:22]=[CH:21][CH:20]=[CH:19][N:18]=3)[C:6]=2[CH:23]=1.[CH2:24]([N:26]([CH2:28][CH3:29])O)[CH3:25].[H-].[Na+]>CN(C)C=O>[Br:1][C:2]1[CH:3]=[CH:4][C:5]2[N:11]3[C:12]([CH2:15][N:26]([CH2:28][CH3:29])[CH2:24][CH3:25])=[N:13][N:14]=[C:10]3[CH2:9][N:8]=[C:7]([C:17]3[CH:22]=[CH:21][CH:20]=[CH:19][N:18]=3)[C:6]=2[CH:23]=1 |f:2.3|. Procedure: In the manner given in Example 15, 8-bromo-1-(chloromethyl)-6-(2-pyridyl)-4H-s-triazolo[4,3-a][1,4]-benzodiazepine is treated with a cold mixture of N,N-diethylhydroxylamine and sodium hydride in dimethylformamide to give 8-bromo-1-[(diethylamino)methyl]-6-(2-pyridyl)-4H-s-triazolo[4,3-a ][1,4]benzodiazepine, N1 -oxide. Starting materials: C(C)(=O)NC1=CC=C(C=C1)C12C(N(C(C2C1)=O)CC=C)=O (1-(4-acetylaminophenyl)-3-allyl-3-azabicyclo[3.1.0]hexane-2,4-dione), Cl (hydrochloric acid), [OH-].[Na+] (sodium hydroxide). The solvent is O (water), O (water). Conditions: temperature 100 celsius, time 3 hour. The product is NC1=CC=C(C=C1)C12C(N(C(C2C1)=O)CC=C)=O (1-(4-Aminophenyl)-3-allyl-3-azabicyclo[3.1.0]hexane-2,4-dione). As a reaction SMILES: C([NH:4][C:5]1[CH:10]=[CH:9][C:8]([C:11]23[CH2:16][CH:15]2[C:14](=[O:17])[N:13]([CH2:18][CH:19]=[CH2:20])[C:12]3=[O:21])=[CH:7][CH:6]=1)(=O)C.Cl.[OH-].[Na+]>O>[NH2:4][C:5]1[CH:6]=[CH:7][C:8]([C:11]23[CH2:16][CH:15]2[C:14](=[O:17])[N:13]([CH2:18][CH:19]=[CH2:20])[C:12]3=[O:21])=[CH:9][CH:10]=1 |f:2.3|. Reported procedure: A mixture of 2.2 g of 1-(4-acetylaminophenyl)-3-allyl-3-azabicyclo[3.1.0]hexane-2,4-dione, 8 ml of water and 8 ml of concentrated hydrochloric acid is stirred for 3 hours at 100° C. The mixture is diluted with a small amount of water, cooled in an ice-water bath, made alkaline with 30% sodium hydroxide solution, and extracted twice with ethyl acetate. The organic phases are washed repeatedly with water and once with a concentrated aqueous solution of sodium chloride, dried over magnesium sulfate... Reactants: ClC=1C=CC2=C(C(=NCC(=N2)NN)C2=CC=CC=C2)C1 (7-chloro-5-phenyl-3H-1,4-benzodiazepine-2-yl hydrazine), BrCC(=O)Cl (bromoacetyl chloride), C(C)(=O)[O-].[Na+] (sodium acetate). Product: ClC=1C=CC2=C(C(=NCC=3N2C(=NN3)CBr)C3=CC=CC=C3)C1 (8-chloro-1-(bromomethyl)6-phenyl-4H-s-triazolo[4,3-a][1,4]benzodiazepine). Reaction SMILES: [Cl:1][C:2]1[CH:3]=[CH:4][C:5]2[N:11]=[C:10]([NH:12][NH2:13])[CH2:9][N:8]=[C:7]([C:14]3[CH:19]=[CH:18][CH:17]=[CH:16][CH:15]=3)[C:6]=2[CH:20]=1.[Br:21][CH2:22][C:23](Cl)=O.C([O-])(=O)C.[Na+]>>[Cl:1][C:2]1[CH:3]=[CH:4][C:5]2[N:11]3[C:23]([CH2:22][Br:21])=[N:13][N:12]=[C:10]3[CH2:9][N:8]=[C:7]([C:14]3[CH:19]=[CH:18][CH:17]=[CH:16][CH:15]=3)[C:6]=2[CH:20]=1 |f:2.3|. Procedure: In the manner given in Preparation 10, 7-chloro-5-phenyl-3H-1,4-benzodiazepine-2-yl hydrazine is reacted with bromoacetyl chloride and after 1.5 hours with sodium acetate, then refluxed to give 8-chloro-1-(bromomethyl)6-phenyl-4H-s-triazolo[4,3-a][1,4]benzodiazepine. Preparation 12 8-Fluoro-1-(Chloromethyl)-6-(o-fluorophenyl)-4H-s-triazolo[4,3-a][1,4]benzodiazepine Reactants: [Cl-].[NH4+] (ammonium chloride), IC1=CC=C(C=C1)O (4-iodophenol), ClCCO (2-chloroethanol), [Na] (Sodium). Solvent: C(C)O (ethanol). Product: IC1=CC=C(OCCO)C=C1 (2-(4-Iodophenoxy)ethanol). The yield is 50.0%. Reaction SMILES: [Na].[I:2][C:3]1[CH:8]=[CH:7][C:6]([OH:9])=[CH:5][CH:4]=1.Cl[CH2:11][CH2:12][OH:13].[Cl-].[NH4+]>C(O)C>[I:2][C:3]1[CH:8]=[CH:7][C:6]([O:9][CH2:11][CH2:12][OH:13])=[CH:5][CH:4]=1 |f:3.4,^1:0|. Procedure: Sodium (0.53 g) was dissolved in ethanol (50 ml) under nitrogen and 4-iodophenol (5.0 g), and 2-chloroethanol (3.93 g), were added successively. The mixture was refluxed for 18 h, treated with saturated aqueous ammonium chloride (50 ml) and evaporated. The aqueous residue was extracted with ER (3×100 ml) and the dried extract was evaporated onto silica (Merck 9385; 50 ml) and purified by [C] eluted with cyclohexane-ER (7:3) followed by cyclohexane-ER (1:1) to give the title compound (3.0 g) m.p.... Reactants: CO (CH3OH), C1(=CC=CC=C1)NC1=NC=CC=C1C(=O)O (2-phenylamino-3-pyridinecarboxylic acid), COB(OC)OC (trimethylborate), B.CSC (borane methyl sulfide). Run in C1CCOC1 (THF). Conditions: time 30 minute. Product: C1(=CC=CC=C1)NC1=NC=CC=C1CO (2-(Phenylamino)-3-pyridinemethanol). Isolated yield 49.3%. As a reaction SMILES: [C:1]1([NH:7][C:8]2[C:13]([C:14](O)=[O:15])=[CH:12][CH:11]=[CH:10][N:9]=2)[CH:6]=[CH:5][CH:4]=[CH:3][CH:2]=1.COB(OC)OC.B.CSC.CO>C1COCC1>[C:1]1([NH:7][C:8]2[C:13]([CH2:14][OH:15])=[CH:12][CH:11]=[CH:10][N:9]=2)[CH:6]=[CH:5][CH:4]=[CH:3][CH:2]=1 |f:2.3|. Procedure details: To a refluxing solution of 6.5 g (30.4 mmole) of 2-phenylamino-3-pyridinecarboxylic acid and 7.5 mL (64.2 mmoles) of trimethylborate in 40 mL of THF under N2 was added dropwise, 65 mL (130 mmole) of 2M borane-methyl sulfide over a 30 min period. The reaction mixture was refluxed for 2 hrs, then cooled, and 50 mL of CH3OH was added dropwise with stirring over a period of 30 min. The mixture was refluxed for 5 min, and the solvents were evaporated to leave a gummy light yellow semi-solid which was... Reactants: CC#N, CCOC(=O)C(=CO)c1ccccc1, Cc1ccc(S(=O)(=O)Cl)cc1. Yields the product CCOC(=O)C(=COS(=O)(=O)c1ccc(C)cc1)c1ccccc1. RXN SMILES: [CH3:26][C:27]#[N:28].[OH:1][CH:2]=[C:3]([C:4](=[O:5])[O:6][CH2:7][CH3:8])[c:9]1[cH:10][cH:11][cH:12][cH:13][cH:14]1.[c:15]1([CH3:25])[cH:16][cH:17][c:18]([S:21](=[O:22])(=[O:23])[Cl:24])[cH:19][cH:20]1>>[O:1]([CH:2]=[C:3]([C:4](=[O:5])[O:6][CH2:7][CH3:8])[c:9]1[cH:10][cH:11][cH:12][cH:13][cH:14]1)[S:21]([c:18]1[cH:17][cH:16][c:15]([CH3:25])[cH:20][cH:19]1)(=[O:22])=[O:23].